From a dataset of the Open Reaction Database (ORD), a public repository of structured organic reaction records. describe an organic reaction: reactants, conditions, products, and yield The reactants are C1OC=2C=C3CCNC(C3=CC2O1)=O (6,7-methylenedioxy-1-oxo-1,2,3,4-tetrahydro-isoquinoline), ClCC1CN(CC1)CCCC=1C=NC=CC1 (3-chloromethyl-N-[3-(pyrid-3-yl)-propyl]-pyrrolidine). Procedure: Prepared from 6,7-methylenedioxy-1-oxo-1,2,3,4-tetrahydro-isoquinoline and 3-chloromethyl-N-[3-(pyrid-3-yl)-propyl]-pyrrolidine analogously to Example 2. Yields the product Cl.Cl.N1=CC(=CC=C1)CCCN1CC(CC1)CN1C(C2=CC3=C(C=C2CC1)OCO3)=O (2-[(N-(3-(Pyrid-3-yl)-propyl)-pyrrolidin-3-yl)-methyl]-6,7-methylenedioxy-1-oxo-1,2,3,4-tetrahydro-isoquinoline-dihydrochloride). RXN SMILES: [CH2:1]1[O:13][C:12]2[CH:11]=[C:10]3[C:5]([CH2:6][CH2:7][NH:8][C:9]3=[O:14])=[CH:4][C:3]=2[O:2]1.[Cl:15][CH2:16][CH:17]1[CH2:21][CH2:20][N:19]([CH2:22][CH2:23][CH2:24][C:25]2[CH:26]=[N:27][CH:28]=[CH:29][CH:30]=2)[CH2:18]1>>[ClH:15].[ClH:15].[N:27]1[CH:28]=[CH:29][CH:30]=[C:25]([CH2:24][CH2:23][CH2:22][N:19]2[CH2:20][CH2:21][CH:17]([CH2:16][N:8]3[CH2:7][CH2:6][C:5]4[C:10](=[CH:11][C:12]5[O:13][CH2:1][O:2][C:3]=5[CH:4]=4)[C:9]3=[O:14])[CH2:18]2)[CH:26]=1 |f:2.3.4|. Starting materials: C(#N)C=1C=C(C=CC1)S(=O)(=O)N=C=O (3-cyanobenzenesulfonylisocyanate), NC1=C(C(=O)O)C=CC(=C1)Cl (2-amino-4-chlorobenzoic acid). The product is ClC1=CC=C2C(N(C(NC2=C1)=O)S(=O)(=O)C1=CC(=CC=C1)C#N)=O (7-chloro-3-(3-cyanobenzenesulfonyl)-2,4(1H,3H)-quinazolinedione). The yield is 20.1%. Reaction SMILES: [C:1]([C:3]1[CH:4]=[C:5]([S:9]([N:12]=[C:13]=[O:14])(=[O:11])=[O:10])[CH:6]=[CH:7][CH:8]=1)#[N:2].[NH2:15][C:16]1[CH:24]=[C:23]([Cl:25])[CH:22]=[CH:21][C:17]=1[C:18]([OH:20])=O>>[Cl:25][C:23]1[CH:24]=[C:16]2[C:17]([C:18](=[O:20])[N:12]([S:9]([C:5]3[CH:6]=[CH:7][CH:8]=[C:3]([C:1]#[N:2])[CH:4]=3)(=[O:11])=[O:10])[C:13](=[O:14])[NH:15]2)=[CH:21][CH:22]=1. Reported procedure: 1.14 g (5.49 mmol) of 3-cyanobenzenesulfonylisocyanate and 943 mg (5.50 mmol) of 2-amino-4-chlorobenzoic acid were treated in the same way as in Example 1 to obtain 399 mg of the above-identified compound (yield 20.0%). Properties: colorless crystal, Melting point: 225°-226° C., PMR (δppm, DMSO-d6); 7.13 (1H,s), 7.24 (1H,d), 7.89 (2H,m), 8.24 (1H,d), 8.43 (1H,d), 8.55 (1H,s), 11.76 (1H,br). Reactants: ClC1=CC(=CN=N1)NC1=C(C=CC=C1)S(=O)(=O)C(C)C (6-chloro-N-[2-(propan-2-ylsulfonyl)phenyl]pyridazin-4-amine), COC1=C(N)C=CC(=C1)N1CCP(CC1)(=O)C (2-methoxy-4-(4-methyl-4-oxido-1,4-azaphosphinan-1-yl)aniline), Cl (HCl). Solvent: COCCO (2-Methoxy ethanol), C(C)O (Ethanol). Product: COC1=C(C=CC(=C1)N1CCP(CC1)(=O)C)NC=1N=NC=C(C1)NC1=C(C=CC=C1)S(=O)(=O)C(C)C (N3-[2-methoxy-4-(4-methyl-4-oxido-1,4-azaphosphinan-1-yl)phenyl]-N5-[2-(propan-2-ylsulfonyl)phenyl]pyridazine-3,5-diamine). As a reaction SMILES: Cl[C:2]1[N:7]=[N:6][CH:5]=[C:4]([NH:8][C:9]2[CH:14]=[CH:13][CH:12]=[CH:11][C:10]=2[S:15]([CH:18]([CH3:20])[CH3:19])(=[O:17])=[O:16])[CH:3]=1.[CH3:21][O:22][C:23]1[CH:29]=[C:28]([N:30]2[CH2:35][CH2:34][P:33]([CH3:37])(=[O:36])[CH2:32][CH2:31]2)[CH:27]=[CH:26][C:24]=1[NH2:25].Cl>COCCO.C(O)C>[CH3:21][O:22][C:23]1[CH:29]=[C:28]([N:30]2[CH2:31][CH2:32][P:33]([CH3:37])(=[O:36])[CH2:34][CH2:35]2)[CH:27]=[CH:26][C:24]=1[NH:25][C:2]1[N:7]=[N:6][CH:5]=[C:4]([NH:8][C:9]2[CH:14]=[CH:13][CH:12]=[CH:11][C:10]=2[S:15]([CH:18]([CH3:20])[CH3:19])(=[O:17])=[O:16])[CH:3]=1. Procedure: To a solution of 6-chloro-N-[2-(propan-2-ylsulfonyl)phenyl]pyridazin-4-amine (prepared in Example 73: 0.02 mmol) and 2-methoxy-4-(4-methyl-4-oxido-1,4-azaphosphinan-1-yl)aniline (0.7 mmol) in 1 mL of 2-Methoxy ethanol, is added 1 mL of 2.5M HCl in Ethanol. The reaction mixture is heated in a sealed tube at 140 degree until formation of the desired compound. The reaction mixture is filtered through a syringe filter and can be purified by Prep-HPLC. Reactants: CC(C)O, Cl, CC(C)(C)OC(=O)N(Cc1cc2c(cn1)OCCO2)C1CCN(CCn2c(=O)ccc3ncc(C(F)(F)F)cc32)CC1. The product is Cl, O=c1ccc2ncc(C(F)(F)F)cc2n1CCN1CCC(NCc2cc3c(cn2)OCCO3)CC1. Reaction SMILES: [CH:44]([OH:45])([CH3:46])[CH3:47].[ClH:43].[O:1]1[CH2:2][CH2:3][O:4][c:5]2[cH:6][n:7][c:8]([CH2:11][N:12]([C:13](=[O:14])[O:15][C:16]([CH3:17])([CH3:18])[CH3:19])[CH:20]3[CH2:21][CH2:22][N:23]([CH2:26][CH2:27][n:28]4[c:29](=[O:42])[cH:30][cH:31][c:32]5[n:33][cH:34][c:35]([C:38]([F:39])([F:40])[F:41])[cH:36][c:37]45)[CH2:24][CH2:25]3)[cH:9][c:10]21>>[ClH:43].[O:1]1[CH2:2][CH2:3][O:4][c:5]2[cH:6][n:7][c:8]([CH2:11][NH:12][CH:20]3[CH2:21][CH2:22][N:23]([CH2:26][CH2:27][n:28]4[c:29](=[O:42])[cH:30][cH:31][c:32]5[n:33][cH:34][c:35]([C:38]([F:39])([F:40])[F:41])[cH:36][c:37]45)[CH2:24][CH2:25]3)[cH:9][c:10]21. The reactants are C1=CC(=CC=C1Cl)Cl (dichlorobenzene), Cl (hydrochloric acid), ClC(C)Cl (dichloroethane), C1(CCC(=O)O1)=O (succinic anhydride), [Cl-].[Al+3].[Cl-].[Cl-] (aluminum chloride). Solvent: C(C)OCC (diethyl ether), CCCCCC (hexane). Conditions: temperature 60 celsius, time 3 hour. Yields the product COC(CCC(=O)C1=CC(=C(C=C1)Cl)Cl)=O (Methyl-4-(3,4-dichlorophenyl)-4-oxobutanoate). The yield is 14.0%. Reaction SMILES: [CH:1]1[C:6](Cl)=[CH:5][CH:4]=[C:3](Cl)[CH:2]=1.[C:9]1(=[O:15])[O:14][C:12](=[O:13])[CH2:11][CH2:10]1.[Cl-:16].[Al+3].[Cl-:18].[Cl-].Cl.Cl[CH:22](Cl)C>C(OCC)C.CCCCCC>[CH3:22][O:14][C:12](=[O:13])[CH2:11][CH2:10][C:9]([C:6]1[CH:5]=[CH:4][C:3]([Cl:16])=[C:2]([Cl:18])[CH:1]=1)=[O:15] |f:2.3.4.5|. Procedure details: 1.00 g (6.80 mmole) of dichlorobenzene and 0.72 g (7.14 mmole) of succinic anhydride were suspended in 3 ml of dichloroethane and 1.36 g (10.2 mmole) of aluminum chloride powder were added. The mixture was then stirred at 60° C. for 3 hours. At the end of this time, the reaction mixture was ice-cooled and 1 N aqueous hydrochloric acid was added. The mixture was then extracted with methylene chloride. The organic extract was washed with a saturated aqueous solution of sodium chloride and then dri... Starting materials: CCI, Cl, CNC(=S)C1=CC(CF)(CF)Oc2ccc(C(F)(F)C(F)(F)F)cc21, [H-], N#CN, [Na+], C1CCOC1. Product: CN=C(NC#N)C1=CC(CF)(CF)Oc2ccc(C(F)(F)C(F)(F)F)cc21. Reaction SMILES: [CH2:26]([I:27])[CH3:28].[ClH:34].[F:1][C:2]([C:3]([F:4])([F:5])[F:6])([c:7]1[cH:8][cH:9][c:10]2[c:11]([cH:24]1)[C:12]([C:20]([NH:21][CH3:22])=[S:23])=[CH:13][C:14]([CH2:16][F:17])([CH2:18][F:19])[O:15]2)[F:25].[H-:29].[NH2:31][C:32]#[N:33].[Na+:30].[O:35]1[CH2:36][CH2:37][CH2:38][CH2:39]1>>[F:1][C:2]([C:3]([F:4])([F:5])[F:6])([c:7]1[cH:8][cH:9][c:10]2[c:11]([cH:24]1)[C:12]([C:20](=[N:21][CH3:22])[NH:31][C:32]#[N:33])=[CH:13][C:14]([CH2:16][F:17])([CH2:18][F:19])[O:15]2)[F:25]. Reactants: [Li+].[OH-] (LiOH), ClC=1C=C(C[C@H](C(=O)OC)CC(N2CCC(CC2)N2C(NC3=C(CC2)C=CC=C3)=O)=O)C=C(C1O)C(F)(F)F (methyl(S)-2-(3-chloro-4-hydroxy-5-trifluoromethyl-benzyl)-4-oxo-4-[4-(2-oxo-1,2,4,5-tetrahydro-1,3-benzodiazepin-3-yl)-piperidin-1-yl]-butanoate). The solvent is O (water), C1CCOC1 (THF), O (water), C1CCOC1 (THF). Run at time 8 hour. Product: ClC=1C=C(C[C@H](C(=O)O)CC(N2CCC(CC2)N2C(NC3=C(CC2)C=CC=C3)=O)=O)C=C(C1O)C(F)(F)F ((S)-2-(3-chloro-4-hydroxy-5-trifluoromethyl-benzyl)-4-oxo-4-[4-(2-oxo-1,2,4,5-tetrahydro-1,3-benzodiazepin-3-yl)-piperidin-1-yl]-butanoic acid). Reaction SMILES: [Li+].[OH-].[Cl:3][C:4]1[CH:5]=[C:6]([CH:34]=[C:35]([C:38]([F:41])([F:40])[F:39])[C:36]=1[OH:37])[CH2:7][C@@H:8]([CH2:13][C:14](=[O:33])[N:15]1[CH2:20][CH2:19][CH:18]([N:21]2[CH2:27][CH2:26][C:25]3[CH:28]=[CH:29][CH:30]=[CH:31][C:24]=3[NH:23][C:22]2=[O:32])[CH2:17][CH2:16]1)[C:9]([O:11]C)=[O:10]>O.C1COCC1>[Cl:3][C:4]1[CH:5]=[C:6]([CH:34]=[C:35]([C:38]([F:41])([F:39])[F:40])[C:36]=1[OH:37])[CH2:7][C@@H:8]([CH2:13][C:14](=[O:33])[N:15]1[CH2:16][CH2:17][CH:18]([N:21]2[CH2:27][CH2:26][C:25]3[CH:28]=[CH:29][CH:30]=[CH:31][C:24]=3[NH:23][C:22]2=[O:32])[CH2:19][CH2:20]1)[C:9]([OH:11])=[O:10] |f:0.1|. Procedure: A solution of 115 mg (4.80 mmol) LiOH in 50 mL water was added to a solution of 1.80 g (3.17 mmol) methyl(S)-2-(3-chloro-4-hydroxy-5-trifluoromethyl-benzyl)-4-oxo-4-[4-(2-oxo-1,2,4,5-tetrahydro-1,3-benzodiazepin-3-yl)-piperidin-1-yl]-butanoate in 50 mL THF and the reaction mixture was stirred overnight at RT. The reaction solution was freed from the THF i.vac., diluted with 150 mL water, the aqueous phase was washed with 150 mL EtOAc, acidified with concentrated HCl, extracted with 150 mL EtOAc,... Starting materials: FC(C=1C=C(C=CC1)C1=CCNC=2N1N=CC2C(=O)OCC)(F)F (4,5-dihydro-7-[3-(trifluoromethyl)phenyl]pyrazolo[1,5-a]pyrimidine-3-carboxylic acid, ethyl ester), [OH-].[K+] (potassium hydroxide). Solvent: C(C)O (ethanol). Yields the product FC(C=1C=C(C=CC1)C1=CCNC=2N1N=CC2C(=O)O)(F)F (4,5-Dihydro-7-[3-(trifluoromethyl)phenyl]pyrazolo[1,5-a]pyrimidine-3-carboxylic acid). Reaction SMILES: [F:1][C:2]([F:24])([F:23])[C:3]1[CH:4]=[C:5]([C:9]2[N:14]3[N:15]=[CH:16][C:17]([C:18]([O:20]CC)=[O:19])=[C:13]3[NH:12][CH2:11][CH:10]=2)[CH:6]=[CH:7][CH:8]=1.[OH-].[K+]>C(O)C>[F:23][C:2]([F:1])([F:24])[C:3]1[CH:4]=[C:5]([C:9]2[N:14]3[N:15]=[CH:16][C:17]([C:18]([OH:20])=[O:19])=[C:13]3[NH:12][CH2:11][CH:10]=2)[CH:6]=[CH:7][CH:8]=1 |f:1.2|. Procedure details: A 3.37 g amount of 4,5-dihydro-7-[3-(trifluoromethyl)phenyl]pyrazolo[1,5-a]pyrimidine-3-carboxylic acid, ethyl ester (prepared as described in Ex. 22) was added to a solution of 1.4 g of potassium hydroxide in 100 ml of ethanol. This mixture was heated at reflux for 5 hours, cooled to room temperature and evaporated to dryness in vacuo. The residue was dissolved in water and the solution was neutralized to pH 7.0 with concentrated hydrochloric acid. The white precipitate formed was collected by ...